Dataset: the Open Reaction Database (ORD), a public repository of structured organic reaction records. Task: describe an organic reaction: reactants, conditions, products, and yield The reactants are C(C)(=O)OC1=CC=C2CCC(OC2=C1C)(C)COC1=CC=C(C=C1)CC(C(=O)OCC)Cl (ethyl 3-[4-(7-acetoxy-2,8-dimethylchroman-2-ylmethoxy)phenyl]-2-chloropropionate), Cl (hydrochloric acid), NC(=S)N (thiourea), S1(=O)(=O)CCCC1 (sulfolane). Run in COCCO (ethylene glycol monomethyl ether). Product: OC1=CC=C2CCC(OC2=C1C)(C)COC1=CC=C(CC2C(NC(S2)=O)=O)C=C1 (5-[4-(7-Hydroxy-2,8-dimethylchroman-2-ylmethoxy)benzyl]thiazolidine-2,4-dione). RXN SMILES: C([O:4][C:5]1[C:14]([CH3:15])=[C:13]2[C:8]([CH2:9][CH2:10][C:11]([CH2:17][O:18][C:19]3[CH:24]=[CH:23][C:22]([CH2:25][CH:26](Cl)[C:27](OCC)=[O:28])=[CH:21][CH:20]=3)([CH3:16])[O:12]2)=[CH:7][CH:6]=1)(=O)C.[NH2:33][C:34](N)=[S:35].S1(CCCC1)(=O)=[O:38].Cl>COCCO>[OH:4][C:5]1[C:14]([CH3:15])=[C:13]2[C:8]([CH2:9][CH2:10][C:11]([CH2:17][O:18][C:19]3[CH:24]=[CH:23][C:22]([CH2:25][CH:26]4[S:35][C:34](=[O:38])[NH:33][C:27]4=[O:28])=[CH:21][CH:20]=3)([CH3:16])[O:12]2)=[CH:7][CH:6]=1. Reported procedure: Following a procedure similar to that described in Example 1, but using 1 g of ethyl 3-[4-(7-acetoxy-2,8-dimethylchroman-2-ylmethoxy)phenyl]-2-chloropropionate (prepared as described in Preparation 41), 0.22 g of thiourea, 1.5 ml of sulfolane, 10 ml of ethylene glycol monomethyl ether and 4 ml of 3N aqueous hydrochloric acid, 586 mg of the title compound were obtained as a pale yellow powder, softening at 68°-71° C. Product: C(C)(C)(C)OC(=O)C1N(CC=CCC1C(=O)O)S(=O)(=O)C1=CC=C(C=C1)OC (1-(4-Methoxy-benzenesulfonyl)-2,3,4,7-tetrahydro-1H-azepine-2,3-dicarboxylic Acid 2-tert-butyl Ester). RXN SMILES: [C:1]([O:5][C:6]([CH:8]1[CH:14]([C:15]([O:17]CC2C=CC=CC=2)=[O:16])[CH2:13][CH:12]=[CH:11][CH2:10][N:9]1[S:25]([C:28]1[CH:33]=[CH:32][C:31]([O:34][CH3:35])=[CH:30][CH:29]=1)(=[O:27])=[O:26])=[O:7])([CH3:4])([CH3:3])[CH3:2].O[Li].O>O1CCCC1.O>[C:1]([O:5][C:6]([CH:8]1[CH:14]([C:15]([OH:17])=[O:16])[CH2:13][CH:12]=[CH:11][CH2:10][N:9]1[S:25]([C:28]1[CH:33]=[CH:32][C:31]([O:34][CH3:35])=[CH:30][CH:29]=1)(=[O:27])=[O:26])=[O:7])([CH3:4])([CH3:3])[CH3:2] |f:1.2|. Reaction conditions: time 45 minute. Procedure: 1-(4-Methoxy-benzenesulfonyl)-2,3,4,7-tetrahydro-1H-azepine-2,3-dicarboxylic acid 3-benzyl ester 2-tert-butyl ester (6g, 12 mmol) is dissolved in a mixture of 120 ml Tetrahydrofuran and 78 ml Water. LiOH.H2O (1 g, 24 mmol) is added. After 45 min., more Water (15 ml) is added and the reaction solution is stirred at room temp. for 24 h. The solvent is evaporated and the remaining solid is resolved in Water/Diethylether. The water layer is acidified to pH 1. The organic phase is separated and the w... Starting materials: O[Li].O (LiOH.H2O), C(C)(C)(C)OC(=O)C1N(CC=CCC1C(=O)OCC1=CC=CC=C1)S(=O)(=O)C1=CC=C(C=C1)OC (1-(4-Methoxy-benzenesulfonyl)-2,3,4,7-tetrahydro-1H-azepine-2,3-dicarboxylic acid 3-benzyl ester 2-tert-butyl ester), ( M )+412.1. Solvent: O1CCCC1 (Tetrahydrofuran), O (Water), O (Water).